This data is from the Open Reaction Database (ORD), a public repository of structured organic reaction records. The task is: describe an organic reaction: reactants, conditions, products, and yield Starting materials: COCCCS(=O)(=O)N1CCC(c2n[nH]c3c(C(N)=O)cc(Br)cc23)CC1, O=C([O-])[O-], [Cs+], [Cs+], C1COCCO1, O, OCc1cccc(B(O)O)c1, c1ccc(P(c2ccccc2)(c2ccccc2)[Pd](P(c2ccccc2)(c2ccccc2)c2ccccc2)(P(c2ccccc2)(c2ccccc2)c2ccccc2)P(c2ccccc2)(c2ccccc2)c2ccccc2)cc1. Product: COCCCS(=O)(=O)N1CCC(c2n[nH]c3c(C(N)=O)cc(CO)cc23)CC1. As a reaction SMILES: [Br:1][c:2]1[cH:3][c:4]2[c:5]([CH:14]3[CH2:15][CH2:16][N:17]([S:20](=[O:21])(=[O:22])[CH2:23][CH2:24][CH2:25][O:26][CH3:27])[CH2:18][CH2:19]3)[n:6][nH:7][c:8]2[c:9]([C:11](=[O:12])[NH2:13])[cH:10]1.[C:39](=[O:40])([O-:41])[O-:42].[Cs+:43].[Cs+:44].[O:46]1[CH2:47][CH2:48][O:49][CH2:50][CH2:51]1.[OH2:45].[OH:28][CH2:29][c:30]1[cH:31][c:32]([B:33]([OH:34])[OH:35])[cH:36][cH:37][cH:38]1.[cH:52]1[cH:53][cH:54][c:55]([P:56]([Pd:57]([P:58]([c:59]2[cH:60][cH:61][cH:62][cH:63][cH:64]2)([c:65]2[cH:66][cH:67][cH:68][cH:69][cH:70]2)[c:71]2[cH:72][cH:73][cH:74][cH:75][cH:76]2)([P:77]([c:78]2[cH:79][cH:80][cH:81][cH:82][cH:83]2)([c:84]2[cH:85][cH:86][cH:87][cH:88][cH:89]2)[c:90]2[cH:91][cH:92][cH:93][cH:94][cH:95]2)[P:96]([c:97]2[cH:98][cH:99][cH:100][cH:101][cH:102]2)([c:103]2[cH:104][cH:105][cH:106][cH:107][cH:108]2)[c:109]2[cH:110][cH:111][cH:112][cH:113][cH:114]2)([c:115]2[cH:116][cH:117][cH:118][cH:119][cH:120]2)[c:121]2[cH:122][cH:123][cH:124][cH:125][cH:126]2)[cH:127][cH:128]1>>[c:2]1([CH2:29][OH:28])[cH:3][c:4]2[c:5]([CH:14]3[CH2:15][CH2:16][N:17]([S:20](=[O:21])(=[O:22])[CH2:23][CH2:24][CH2:25][O:26][CH3:27])[CH2:18][CH2:19]3)[n:6][nH:7][c:8]2[c:9]([C:11](=[O:12])[NH2:13])[cH:10]1. Reactants: C(C)S(=O)(=O)C1=C(C=C(OCC[C@H]2[C@H](C2)C2CCNCC2)C=C1)F (4-((1R,2S)-2-{2-[4-(ethylsulfonyl)-3-fluorophenoxy]ethyl}cyclopropyl)piperidine), C([O-])([O-])=O.[K+].[K+] (potassium carbonate), N#CBr (Cyanogen bromide). Run in C(Cl)(Cl)Cl (chloroform). Reaction conditions: time 15 minute. Product: C(C)S(=O)(=O)C1=C(C=C(OCC[C@H]2[C@H](C2)C2CCN(CC2)C#N)C=C1)F (4-((1R,2S)-2-{2-[4-(ethylsulfonyl)-3-fluorophenoxy]ethyl}cyclopropyl)piperidine-1-carbonitrile). As a reaction SMILES: [CH2:1]([S:3]([C:6]1[CH:23]=[CH:22][C:9]([O:10][CH2:11][CH2:12][C@@H:13]2[CH2:15][C@@H:14]2[CH:16]2[CH2:21][CH2:20][NH:19][CH2:18][CH2:17]2)=[CH:8][C:7]=1[F:24])(=[O:5])=[O:4])[CH3:2].C(=O)([O-])[O-].[K+].[K+].[N:31]#[C:32]Br>C(Cl)(Cl)Cl>[CH2:1]([S:3]([C:6]1[CH:23]=[CH:22][C:9]([O:10][CH2:11][CH2:12][C@@H:13]2[CH2:15][C@@H:14]2[CH:16]2[CH2:21][CH2:20][N:19]([C:32]#[N:31])[CH2:18][CH2:17]2)=[CH:8][C:7]=1[F:24])(=[O:5])=[O:4])[CH3:2] |f:1.2.3|. Reported procedure: 4-((1R,2S)-2-{2-[4-(ethylsulfonyl)-3-fluorophenoxy]ethyl}cyclopropyl)piperidine (Step C, Example 111; 150 mg, 0.428 mmol) and potassium carbonate (244 mg, 1.77 mmol) were stirred in chloroform (7 mL). Cyanogen bromide (61 mg, 0.58 mmol) was added. The mixture was stirred at RT for 15 min and refluxed overnight. The mixture was cooled to RT, mixed with silica gel (5 g), and concentrated to dryness under reduced pressure. The residue was loaded on a silica gel column (15 g of silica gel) and elute... Reported procedure: Alkene 1b (2 g, 8.6 mmol) was dissolved in 50 mL of dry CH2Cl2 with 2.4 mL of anhydrous triethylamine. The flask was purged with argon and cooled in an ice bath. Pivaloyl chloride (1.6 g, 2 eq.) was added dropwise over one hour. The cooling bath was removed and stirring continued for 3 hours at room temperature. The solution was washed with aq. K2CO3 and then water, dried over MgSO4 and evaporated. The residue was purified by column chromatography on silica gel, eluting with 5% triethylamine in ... Reaction SMILES: [CH:1]([C:4]([CH:15]([CH3:17])[CH3:16])=[C:5]([C:8]1[CH:13]=[CH:12][CH:11]=[C:10]([OH:14])[CH:9]=1)[O:6][CH3:7])([CH3:3])[CH3:2].[C:18](Cl)(=[O:23])[C:19]([CH3:22])([CH3:21])[CH3:20]>C(Cl)Cl.C(N(CC)CC)C>[C:18]([O:14][C:10]1[CH:9]=[C:8]([C:5]([O:6][CH3:7])=[C:4]([CH:1]([CH3:3])[CH3:2])[CH:15]([CH3:17])[CH3:16])[CH:13]=[CH:12][CH:11]=1)(=[O:23])[C:19]([CH3:22])([CH3:21])[CH3:20]. The reactants are C(C)(C)C(=C(OC)C1=CC(=CC=C1)O)C(C)C (2,2-Diisopropyl-1-(3-hydroxyphenyl)-1-methoxyethene), C(C(C)(C)C)(=O)Cl (Pivaloyl chloride). Yields the product C(C(C)(C)C)(=O)OC=1C=C(C=CC1)C(=C(C(C)C)C(C)C)OC (1-(3-Pivaloyloxyphenyl)-2,2-diisopropyl-1-methoxyethene). Conditions: time 3 hour. The solvent is C(Cl)Cl (CH2Cl2), C(C)N(CC)CC (triethylamine). The reactants are C(C1=CC=CC=C1)(=O)SC[C@H](C(=O)N1[C@H](C(=O)OC(C2=CC=CC=C2)C2=CC=CC=C2)CC(C1)OC1=CC=C(C=C1)C=COC)C ((S)-1-[(S)-3-(benzoylthio)-2-methyl-1-oxopropyl]-4-[4-(2-methoxyethenyl)phenoxy]-L-proline, diphenylmethyl ester), NC1=C(C=C(C(=C1)C(F)(F)F)S(=O)(=O)N)S(=O)(=O)N (4-amino-6-(trifluoromethyl)-1,3-benzenedisulfonamide), C1(=CC=CC=C1)OC (anisole), C1(=CC=C(C=C1)S(=O)(=O)O)C (p-toluenesulfonic acid). Solvent: CO (methanol), C(C)#N (acetonitrile). Product: NS(=O)(=O)C1=CC2=C(NC(NS2(=O)=O)CC2=CC=C(OC3C[C@H](N(C3)C([C@@H](CSC(C3=CC=CC=C3)=O)C)=O)C(=O)O)C=C2)C=C1C(F)(F)F ((S)-4-[4-[[7-(aminosulfonyl)-3,4-dihydro-1,1-dioxo-6-(trifluoromethyl)-2H-1,2,4-benzothiadiazin-3-yl]methyl]phenoxy]-1-[(S)-3-(benzoylthio)-2-methyl-1-oxopropyl]-L-proline). As a reaction SMILES: [C:1]([S:9][CH2:10][C@@H:11]([CH3:46])[C:12]([N:14]1[CH2:34][CH:33]([O:35][C:36]2[CH:41]=[CH:40][C:39]([CH:42]=[CH:43]OC)=[CH:38][CH:37]=2)[CH2:32][C@H:15]1[C:16]([O:18]C(C1C=CC=CC=1)C1C=CC=CC=1)=[O:17])=[O:13])(=[O:8])[C:2]1[CH:7]=[CH:6][CH:5]=[CH:4][CH:3]=1.[NH2:47][C:48]1[CH:53]=[C:52]([C:54]([F:57])([F:56])[F:55])[C:51]([S:58]([NH2:61])(=[O:60])=[O:59])=[CH:50][C:49]=1[S:62]([NH2:65])(=[O:64])=[O:63].C1(OC)C=CC=CC=1.C1(C)C=CC(S(O)(=O)=O)=CC=1>CO.C(#N)C>[NH2:61][S:58]([C:51]1[C:52]([C:54]([F:56])([F:57])[F:55])=[CH:53][C:48]2[NH:47][CH:43]([CH2:42][C:39]3[CH:38]=[CH:37][C:36]([O:35][CH:33]4[CH2:34][N:14]([C:12](=[O:13])[C@H:11]([CH3:46])[CH2:10][S:9][C:1](=[O:8])[C:2]5[CH:3]=[CH:4][CH:5]=[CH:6][CH:7]=5)[C@H:15]([C:16]([OH:18])=[O:17])[CH2:32]4)=[CH:41][CH:40]=3)[NH:65][S:62](=[O:63])(=[O:64])[C:49]=2[CH:50]=1)(=[O:59])=[O:60]. Procedure details: To a mixture of (S)-1-[(S)-3-(benzoylthio)-2-methyl-1-oxopropyl]-4-[4-(2-methoxyethenyl)phenoxy]-L-proline, diphenylmethyl ester (3.6 g., 5.66 mmole), 4-amino-6-(trifluoromethyl)-1,3-benzenedisulfonamide (1.8 g., 5.7 mmole) and anisole (3.5 ml.) in 80 ml. of acetonitrile is added 120 mg. of p-toluenesulfonic acid. The reaction is essentially complete after refluxing for one hour. The solvent is removed under vacuum and the residue is triturated with diethyl ether to give a solid. The solid is pu... Reactants: ClC(COC(NC=1N(N=C(C1)C(C)(C)C)C1=CC=C(C=C1)CO)=O)(Cl)Cl ([5-tert-Butyl-2-(4-hydroxymethyl-phenyl)-2H-pyrazol-3-yl]-carbamic acid 2,2,2-trichloro-ethyl ester), C(C=C)OC1CCN(CC1)C1=NN=C2N1C=C(C=C2)O[C@@H]2CC[C@@H](C1=CC=CC=C21)N ((1S,4R)-4-[3-(4-Allyloxy-piperidin-1-yl)-[1,2,4]triazolo[4,3-a]pyridin-6-yloxy]-1,2,3,4-tetrahydro-naphthalen-1-ylamine), CCN(C(C)C)C(C)C (DIPEA). Solvent: O1CCOCC1 (dioxane). The product is C(C=C)OC1CCN(CC1)C1=NN=C2N1C=C(C=C2)O[C@@H]2CC[C@@H](C1=CC=CC=C21)NC(=O)NC=2N(N=C(C2)C(C)(C)C)C2=CC=C(C=C2)CO (1-{(1S,4R)-4-[3-(4-Allyloxy-piperidin-1-yl)-[1,2,4]triazolo[4,3-a]pyridin-6-yloxy]-1,2,3,4-tetrahydro-naphthalen-1-yl}-3-[5-tert-butyl-2-(4-hydroxymethyl-phenyl)-2H-pyrazol-3-yl]-urea). Isolated yield 64.9%. As a reaction SMILES: ClC(Cl)(Cl)CO[C:5](=[O:24])[NH:6][C:7]1[N:8]([C:16]2[CH:21]=[CH:20][C:19]([CH2:22][OH:23])=[CH:18][CH:17]=2)[N:9]=[C:10]([C:12]([CH3:15])([CH3:14])[CH3:13])[CH:11]=1.[CH2:27]([O:30][CH:31]1[CH2:36][CH2:35][N:34]([C:37]2[N:41]3[CH:42]=[C:43]([O:46][C@H:47]4[C:56]5[C:51](=[CH:52][CH:53]=[CH:54][CH:55]=5)[C@@H:50]([NH2:57])[CH2:49][CH2:48]4)[CH:44]=[CH:45][C:40]3=[N:39][N:38]=2)[CH2:33][CH2:32]1)[CH:28]=[CH2:29].CCN(C(C)C)C(C)C>O1CCOCC1>[CH2:27]([O:30][CH:31]1[CH2:36][CH2:35][N:34]([C:37]2[N:41]3[CH:42]=[C:43]([O:46][C@H:47]4[C:56]5[C:51](=[CH:52][CH:53]=[CH:54][CH:55]=5)[C@@H:50]([NH:57][C:5]([NH:6][C:7]5[N:8]([C:16]6[CH:21]=[CH:20][C:19]([CH2:22][OH:23])=[CH:18][CH:17]=6)[N:9]=[C:10]([C:12]([CH3:14])([CH3:15])[CH3:13])[CH:11]=5)=[O:24])[CH2:49][CH2:48]4)[CH:44]=[CH:45][C:40]3=[N:39][N:38]=2)[CH2:33][CH2:32]1)[CH:28]=[CH2:29]. Procedure details: A yellow-brown solution of Intermediate 33a (99.6 mg, 0.237 mmol), Intermediate 57b (90.3 mg, 0.215 mmol) and DIPEA (0.047 mL, 0.269 mmol) in dioxane (3 mL) was stirred at 60° C. for 18 h. The solution was concentrated in vacuo, then the residue suspended in water (5 mL) and extracted with DCM (2×5 mL). The combined organics were passed through a hydrophobic fit and concentrated in vacuo. The residue was purified by FCC, using 2-8% [2M NH3 in MeOH] in DCM, to give the title compound as a pale ye...